From a dataset of the Open Reaction Database (ORD), a public repository of structured organic reaction records. describe an organic reaction: reactants, conditions, products, and yield Starting materials: COC=1C=C(C(=O)O)C=CC1OCCCCCCCCCCCCCC (3-Methoxy-4-(tetradecyloxy)benzoic acid), C(C(=O)Cl)(=O)Cl (oxalyl chloride). The reagents and catalysts are CN(C=O)C (dimethylformamide). Run in C(Cl)Cl (methylene chloride). Reaction conditions: time 18 hour. Yields the product COC=1C=C(C(=O)Cl)C=CC1OCCCCCCCCCCCCCC (3-Methoxy-4-(tetradecyloxy)benzoyl chloride). Isolated yield 99.3%. As a reaction SMILES: [CH3:1][O:2][C:3]1[CH:4]=[C:5]([CH:9]=[CH:10][C:11]=1[O:12][CH2:13][CH2:14][CH2:15][CH2:16][CH2:17][CH2:18][CH2:19][CH2:20][CH2:21][CH2:22][CH2:23][CH2:24][CH2:25][CH3:26])[C:6](O)=[O:7].C(Cl)(=O)C([Cl:30])=O>C(Cl)Cl.CN(C)C=O>[CH3:1][O:2][C:3]1[CH:4]=[C:5]([CH:9]=[CH:10][C:11]=1[O:12][CH2:13][CH2:14][CH2:15][CH2:16][CH2:17][CH2:18][CH2:19][CH2:20][CH2:21][CH2:22][CH2:23][CH2:24][CH2:25][CH3:26])[C:6]([Cl:30])=[O:7]. Procedure: To a mixture of 30.0 g of product from Example 47 in 300 ml of methylene chloride and 10 drops of dimethylformamide is added dropwise 15.67 g of oxalyl chloride. The reaction is stirred at room temperature for 18 hours and concentrated in vacuo. The residue is crystallized from diethyl ether to give 31.3 g of the desired product as a white solid. The reactants are S(=O)(=O)([O-])S(=O)[O-].[Na+].[Na+] (sodium metabisulfite), CC[C@@H]1CN2CC[C@@H]1C[C@@H]2[C@@H](C3=C4C=C(C=CC4=NC=C3)OC)OC5=NN=C(C6=CC=CC=C65)O[C@@H]([C@H]7C[C@@H]8CCN7C[C@@H]8CC)C9=C1C=C(C=CC1=NC=C9)OC (AD-mix-alpha), C(C)(C)(C)O (t-butanol), C1(C=CCC1)OC1=C(C=CC(=C1)F)[N+](=O)[O-] (2-(cyclopent-2-enyloxy)-4-fluoro-1-nitrobenzene). The solvent is O (water). Reaction conditions: temperature 0 celsius, time 10 minute. Product: FC=1C=CC(=C(OC2C(C(CC2)O)O)C1)[N+](=O)[O-] (3-(5-Fluoro-2-nitrophenoxy)cyclopentane-1,2-diol). As a reaction SMILES: CC[C@H]1[C@H]2C[C@H]([C@H](OC3C4C(=CC=CC=4)C(O[C@H](C4C=CN=C5C=4C=C(OC)C=C5)[C@@H]4N5C[C@H](CC)[C@@H](CC5)C4)=NN=3)C3C=CN=C4C=3[CH:14]=[C:15]([O:22]C)C=C4)N(CC2)C1.[C:59]([OH:63])([CH3:62])([CH3:61])C.C1(O[C:70]2[CH:75]=[C:74]([F:76])[CH:73]=[CH:72][C:71]=2[N+:77]([O-:79])=[O:78])CCC=C1.S(S([O-])=O)([O-])(=O)=[O:81].[Na+].[Na+]>O>[F:76][C:74]1[CH:73]=[CH:72][C:71]([N+:77]([O-:79])=[O:78])=[C:70]([CH:75]=1)[O:63][CH:59]1[CH2:61][CH2:14][CH:15]([OH:22])[CH:62]1[OH:81] |f:3.4.5|. Reported procedure: AD-mix-alpha (7.57 g) was added to t-butanol (20.0 ml) and water (25.0 ml) and stirred for 10 min. The mixture was cooled to 0° C. and 2-(cyclopent-2-enyloxy)-4-fluoro-1-nitrobenzene (1.21 g) was added. After stirring at room temperature overnight the mixture was recooled at 0° C. and sodium metabisulfite (8.13 g) was added. After 10 min the reaction mixture was stirred at room temperature for 1 h and extracted with EtOAc. The combined organic extracts were washed with brine passed through a hyd... Reactants: COC(CC1CCC(CC1)C1=CC=C(C=C1)C1=NC=C(C=C1OC)N)=O ({4-[4-(5-Amino-3-methoxy-pyridin-2-yl)-phenyl]-cyclohexyl}-acetic acid methyl ester), C1(=CC=CC=C1)B(O)O (phenyl boronic acid), N1=CC=CC=C1 (pyridine). The reagents and catalysts are C(C)(=O)[O-].[Cu+2].C(C)(=O)[O-] (copper (II) acetate). Run in ClCCl (dichloromethane). Run at time 18 hour. Product: COC(CC1CCC(CC1)C1=CC=C(C=C1)C1=NC=C(C=C1OC)NC1=CC=CC=C1)=O ({4-[4-(3-Methoxy-5-phenylamino-pyridin-2-yl)-phenyl]-cyclohexyl}-acetic acid methyl ester). RXN SMILES: [CH3:1][O:2][C:3](=[O:26])[CH2:4][CH:5]1[CH2:10][CH2:9][CH:8]([C:11]2[CH:16]=[CH:15][C:14]([C:17]3[C:22]([O:23][CH3:24])=[CH:21][C:20]([NH2:25])=[CH:19][N:18]=3)=[CH:13][CH:12]=2)[CH2:7][CH2:6]1.[C:27]1(B(O)O)[CH:32]=[CH:31][CH:30]=[CH:29][CH:28]=1.N1C=CC=CC=1>C([O-])(=O)C.[Cu+2].C([O-])(=O)C.ClCCl>[CH3:1][O:2][C:3](=[O:26])[CH2:4][CH:5]1[CH2:6][CH2:7][CH:8]([C:11]2[CH:16]=[CH:15][C:14]([C:17]3[C:22]([O:23][CH3:24])=[CH:21][C:20]([NH:25][C:27]4[CH:32]=[CH:31][CH:30]=[CH:29][CH:28]=4)=[CH:19][N:18]=3)=[CH:13][CH:12]=2)[CH2:9][CH2:10]1 |f:3.4.5|. Procedure details: To a solution of {4-[4-(5-Amino-3-methoxy-pyridin-2-yl)-phenyl]-cyclohexyl}-acetic acid methyl ester (0.12 g, 0.3 mmol, 1.0 equiv) and phenyl boronic acid (0.082 g, 0.67 mmol, 2.0 equiv) in 5 Ml dichloromethane was added pyridine (0.054 Ml, 0.67 mmol, 2.0 equiv), copper (II) acetate (0.092 g, 0.50 mmol, 1.5 equiv), and 4 Å molecular sieves. The heterogeneous reaction mixture was allowed to stir open to atmosphere for 18 h. Removal of solvent and purification by silica gel chromatography (40% EtO... Reactants: COCCNC(=O)C1=CC=CC=2NC(=NC21)NCC2CCNCC2 (2-[(piperidin-4-ylmethyl)-amino]-1H-benzimidazole-4-carboxylic acid (2-methoxy-ethyl)-amide), OC1=C(C=O)C=C(C=C1)Cl (2-hydroxy-5-chlorobenzaldehyde), C(C)(=O)O[BH-](OC(C)=O)OC(C)=O.[Na+] (sodium triacetoxyborohydride), CO (Methanol). Reaction SMILES: [CH3:1][O:2][CH2:3][CH2:4][NH:5][C:6]([C:8]1[C:16]2[N:15]=[C:14]([NH:17][CH2:18][CH:19]3[CH2:24][CH2:23][NH:22][CH2:21][CH2:20]3)[NH:13][C:12]=2[CH:11]=[CH:10][CH:9]=1)=[O:7].[OH:25][C:26]1[CH:33]=[CH:32][C:31]([Cl:34])=[CH:30][C:27]=1[CH:28]=O.C(O[BH-](OC(=O)C)OC(=O)C)(=O)C.[Na+].CO>CS(C)=O.C(O)(=O)C>[CH3:1][O:2][CH2:3][CH2:4][NH:5][C:6]([C:8]1[C:16]2[N:15]=[C:14]([NH:17][CH2:18][CH:19]3[CH2:20][CH2:21][N:22]([CH2:28][C:27]4[CH:30]=[C:31]([Cl:34])[CH:32]=[CH:33][C:26]=4[OH:25])[CH2:23][CH2:24]3)[NH:13][C:12]=2[CH:11]=[CH:10][CH:9]=1)=[O:7] |f:2.3,5.6|. Conditions: temperature 50 celsius, time 2 day. The product is COCCNC(=O)C1=CC=CC=2NC(=NC21)NCC2CCN(CC2)CC2=C(C=CC(=C2)Cl)O (2-{[1-(5-chloro-2-hydroxy-benzyl)-piperidin-4-ylmethyl]-amino}-1H-benzimidazole-4-carboxylic acid (2-methoxy-ethyl)-amide). Reported procedure: After dissolving 2-[(piperidin-4-ylmethyl)-amino]-1H-benzimidazole-4-carboxylic acid (2-methoxy-ethyl)-amide (20 mg, 0.049 mmol) in dimethylsulfoxide-acetic acid (10:1, 0.50 ml), 2-hydroxy-5-chlorobenzaldehyde (23 mg, 0.15 mmol) and sodium triacetoxyborohydride (31 mg, 0.15 mg) were added and the mixture was stirred at 50° C. for 2 days. Methanol (1 ml) was added to the reaction mixture, and after stirring for 1 minute, the mixture was purified by SCX solid phase extraction (Bond Elute SCX500MG)... The solvent is CS(=O)C.C(C)(=O)O (dimethylsulfoxide acetic acid).